describe an organic reaction: reactants, conditions, products, and yield From a dataset of the Open Reaction Database (ORD), a public repository of structured organic reaction records. The reactants are C1(=CC=CC=C1)OC (anisole), Cl (Hydrogen chloride), C(C)(C)(C)OC([C@@H](NC(=O)C1(CCCC1)C[C@@H](CNC([C@@H](NC(=O)OCC1=CC=CC=C1)CCCCNC(=O)OCC1=CC=CC=C1)=O)C(=O)OC(C)(C)C)CC1=CC=C(C=C1)OC(C)(C)C)=O (N-{1-[3-(N2,N6 -Dibenzyloxycarbonyl-(S)-lysylamino)-2(S)-t-butyloxycarbonylpropyl]-1-cyclopentanecarbonyl}-O-t-butyl-(S)-tyrosine-t-butyl ester). Solvent: ClCCl (dichloromethane). Run at time 1.5 hour. The product is C(C1=CC=CC=C1)OC(=O)N[C@@H](CCCCNC(=O)OCC1=CC=CC=C1)C(=O)NC[C@H](CC1(CCCC1)C(=O)N[C@@H](CC1=CC=C(C=C1)O)C(=O)O)C(=O)O (N-{1-[3-(N2, N6 -Dibenzyloxycarbonyl-(S)-lysylamino)-2(S)-carboxypropyl]-1-cyclopentanecarbonyl}-(S)-tyrosine), foam. The yield is 89.0%. As a reaction SMILES: Cl.C([O:6][C:7](=[O:69])[C@H:8]([CH2:57][C:58]1[CH:63]=[CH:62][C:61]([O:64]C(C)(C)C)=[CH:60][CH:59]=1)[NH:9][C:10]([C:12]1([CH2:17][C@H:18]([C:50]([O:52]C(C)(C)C)=[O:51])[CH2:19][NH:20][C:21](=[O:49])[C@H:22]([CH2:34][CH2:35][CH2:36][CH2:37][NH:38][C:39]([O:41][CH2:42][C:43]2[CH:48]=[CH:47][CH:46]=[CH:45][CH:44]=2)=[O:40])[NH:23][C:24]([O:26][CH2:27][C:28]2[CH:33]=[CH:32][CH:31]=[CH:30][CH:29]=2)=[O:25])[CH2:16][CH2:15][CH2:14][CH2:13]1)=[O:11])(C)(C)C.C1(OC)C=CC=CC=1>ClCCl>[CH2:27]([O:26][C:24]([NH:23][C@H:22]([C:21]([NH:20][CH2:19][C@@H:18]([C:50]([OH:52])=[O:51])[CH2:17][C:12]1([C:10]([NH:9][C@H:8]([C:7]([OH:69])=[O:6])[CH2:57][C:58]2[CH:63]=[CH:62][C:61]([OH:64])=[CH:60][CH:59]=2)=[O:11])[CH2:16][CH2:15][CH2:14][CH2:13]1)=[O:49])[CH2:34][CH2:35][CH2:36][CH2:37][NH:38][C:39]([O:41][CH2:42][C:43]1[CH:48]=[CH:47][CH:46]=[CH:45][CH:44]=1)=[O:40])=[O:25])[C:28]1[CH:29]=[CH:30][CH:31]=[CH:32][CH:33]=1. Procedure: Hydrogen chloride gas was passed through a stirred, ice cold solution of N-{1-[3-(N2,N6 -dibenzyloxycarbonyl-(S)-lysylamino)-2-t- butryloxycarbonylpropyl]-1-cyclopentanecarbonyl}-O-t-butyl-(S)- tyrosine-t-butyl ester (from Example 81, 0.445 g, 0.47 mmole), and anisole (0.765 g, 7.1 mmole) in dry dichloromethane (10 ml) until saturation was achieved. A precipitate formed. After stirring for 1.5 hours, the solvent was evaporated under reduced pressure, and the residue azeotroped with dry dichlorom... Reactants: CCCC[N+](CCCC)(CCCC)CCCC, CCCCCC, ClCCl, ClCc1ccc(-c2ccccc2)cc1, N#C[K], O=S(=O)([O-])O. The product is N#CCc1ccc(-c2ccccc2)cc1. Reaction SMILES: [CH2:29]([N+:30]([CH2:31][CH2:32][CH2:33][CH3:34])([CH2:35][CH2:36][CH2:37][CH3:38])[CH2:39][CH2:40][CH2:41][CH3:42])[CH2:43][CH2:44][CH3:45].[CH3:18][CH2:19][CH2:20][CH2:21][CH2:22][CH3:23].[Cl:46][CH2:47][Cl:48].[Cl:4][CH2:5][c:6]1[cH:7][cH:8][c:9](-[c:12]2[cH:13][cH:14][cH:15][cH:16][cH:17]2)[cH:10][cH:11]1.[K:1][C:2]#[N:3].[S:24]([O-:25])([OH:26])(=[O:27])=[O:28]>>[C:2](#[N:3])[CH2:5][c:6]1[cH:7][cH:8][c:9](-[c:12]2[cH:13][cH:14][cH:15][cH:16][cH:17]2)[cH:10][cH:11]1. Starting materials: CSSC (dimethyl disulfide), CN(S(=O)(=O)N1N=CC=C1)C (N,N-dimethyl-1H-pyrazole-1-sulfonamide), O1CCCC1 (tetrahydrofuran), C(CCC)[Li] (n-butyl lithium). Run in CCCCCC (hexane), O (Water). Run at temperature -78 celsius, time 10 minute. Yields the product CN(S(=O)(=O)N1N=CC=C1SC)C (N,N-dimethyl-5-methylthio-1H-pyrazole-1-sulfonamide). Reaction SMILES: [CH3:1][N:2]([CH3:11])[S:3]([N:6]1[CH:10]=[CH:9][CH:8]=[N:7]1)(=[O:5])=[O:4].O1CCCC1.C([Li])CCC.[CH3:22][S:23]SC>CCCCCC.O>[CH3:1][N:2]([CH3:11])[S:3]([N:6]1[C:10]([S:23][CH3:22])=[CH:9][CH:8]=[N:7]1)(=[O:4])=[O:5]. Procedure: To a mixture of 4.0 g of N,N-dimethyl-1H-pyrazole-1-sulfonamide and 45 ml of tetrahydrofuran was added dropwise 15.7 ml of a 1.6M n-butyl lithium solution in hexane at −78° C., and the mixture was stirred at −78° C. for 10 minutes. After 2.3 ml of dimethyl disulfide was added to the mixture, the mixture was stirred for 4 hours while the reaction temperature was gradually returned to room temperature. Water was poured into the reaction mixture, and the mixture was extracted with methyl t-butyl et... Starting materials: ClC1=CC(=C(C=C1)C1=CC=NC=C1C(=O)O)F (4-(4-chloro-2-fluorophenyl)nicotinic acid), resultant solution, C(CCl)Cl (EDC), C=1C=CC2=C(C1)N=NN2O (HOBT), CCN(C(C)C)C(C)C (DIPEA), CC(C)N (propan-2-amine). Solvent: CN(C)C=O (DMF). Conditions: time 5 minute. The product is ClC1=CC(=C(C=C1)C1=CC=NC=C1C(=O)NC(C)C)F (4-(4-chloro-2-fluorophenyl)-N-isopropylnicotinamide). The yield is 103.1%. As a reaction SMILES: [Cl:1][C:2]1[CH:7]=[CH:6][C:5]([C:8]2[C:13]([C:14]([OH:16])=O)=[CH:12][N:11]=[CH:10][CH:9]=2)=[C:4]([F:17])[CH:3]=1.C(Cl)CCl.C1C=C[C:25]2N(O)N=[N:28][C:26]=2[CH:27]=1.CCN(C(C)C)C(C)C.CC(N)C>CN(C=O)C>[Cl:1][C:2]1[CH:7]=[CH:6][C:5]([C:8]2[C:13]([C:14]([NH:28][CH:26]([CH3:27])[CH3:25])=[O:16])=[CH:12][N:11]=[CH:10][CH:9]=2)=[C:4]([F:17])[CH:3]=1. Procedure details: To a solution of 4-(4-chloro-2-fluorophenyl)nicotinic acid (400 mg, 1.590 mmol) (prepared as in Ex. 2, Part A) in DMF (6 mL) cooled to 0° C. was added EDC (457 mg, 2.384 mmol) and HOBT (487 mg, 3.18 mmol) and the mixture was stirred for 5 min. To the resultant solution DIPEA (0.83 mL, 4.77 mmol) followed by propan-2-amine (470 mg, 7.95 mmol) were added and the mixture was stirred at room temperature for 12 h. The reaction mixture was treated with ice and extracted with ethyl acetate (3×10 mL). T... The reactants are N[C@@H]1CC[C@H](CC1)NC(=O)C1=CNC2=C1N=CN=C2C2=C(C=C(C=C2)OC)OCCOC (trans-4-[4-methoxy-2-(2-methoxy-ethoxy)-phenyl]-5H-pyrrolo[3,2-d]pyrimidine-7-carboxylic acid (4-amino-cyclohexyl)-amide), C(C)(=O)Cl (acetyl chloride). Yields the product C(C)(=O)N[C@@H]1CC[C@H](CC1)NC(=O)C1=CNC2=C1N=CN=C2C2=C(C=C(C=C2)OC)OCCOC (trans-4-[4-Methoxy-2-(2-methoxy-ethoxy)-phenyl]-5H-pyrrolo[3,2-d]pyrimidine-7-carboxylic acid (4-acetylamino-cyclohexyl)-amide). Reaction SMILES: [NH2:1][C@H:2]1[CH2:7][CH2:6][C@H:5]([NH:8][C:9]([C:11]2[C:15]3[N:16]=[CH:17][N:18]=[C:19]([C:20]4[CH:25]=[CH:24][C:23]([O:26][CH3:27])=[CH:22][C:21]=4[O:28][CH2:29][CH2:30][O:31][CH3:32])[C:14]=3[NH:13][CH:12]=2)=[O:10])[CH2:4][CH2:3]1.[C:33](Cl)(=[O:35])[CH3:34]>>[C:33]([NH:1][C@H:2]1[CH2:7][CH2:6][C@H:5]([NH:8][C:9]([C:11]2[C:15]3[N:16]=[CH:17][N:18]=[C:19]([C:20]4[CH:25]=[CH:24][C:23]([O:26][CH3:27])=[CH:22][C:21]=4[O:28][CH2:29][CH2:30][O:31][CH3:32])[C:14]=3[NH:13][CH:12]=2)=[O:10])[CH2:4][CH2:3]1)(=[O:35])[CH3:34]. Procedure: Starting from trans-4-[4-methoxy-2-(2-methoxy-ethoxy)-phenyl]-5H-pyrrolo[3,2-d]pyrimidine-7-carboxylic acid (4-amino-cyclohexyl)-amide (example A182) and acetyl chloride the title compound was obtained as colorless solid. Starting materials: NC=1C2=C(N=CN1)C(=CS2)C(=O)NC2=C1C=CN=C(C1=CC=C2C)NC2=CC(=CC(=C2)C(F)(F)F)N2C=NC(=C2)C (4-amino-N-(6-methyl-1-((3-(4-methyl-1H-imidazol-1-yl)-5-(trifluoromethyl)phenyl)amino)isoquinolin-5-yl)thieno[3,2-d]pyrimidine-7-carboxamide), C1(CC1)NC=1C2=C(N=CN1)C(=CS2)C(=O)O (4-cyclopropylamino-thieno[3,2-d]pyrimidine-7-carboxylic acid). The product is C1(CC1)NC=1C2=C(N=CN1)C(=CS2)C(=O)NC2=C1C=CN=C(C1=CC=C2C)NC2=CC(=CC(=C2)C(F)(F)F)N2C=NC(=C2)C (4-(cyclopropylamino)-N-(6-methyl-1-((3-(4-methyl-1H-imidazol-1-yl)-5-(trifluoromethyl)phenyl)amino)isoquinolin-5-yl)thieno[3,2-d]pyrimidine-7-carboxamide). The yield is 54.2%. RXN SMILES: [NH2:1][C:2]1[C:3]2[S:10][CH:9]=[C:8]([C:11]([NH:13][C:14]3[C:23]([CH3:24])=[CH:22][CH:21]=[C:20]4[C:15]=3[CH:16]=[CH:17][N:18]=[C:19]4[NH:25][C:26]3[CH:31]=[C:30]([C:32]([F:35])([F:34])[F:33])[CH:29]=[C:28]([N:36]4[CH:40]=[C:39]([CH3:41])[N:38]=[CH:37]4)[CH:27]=3)=[O:12])[C:4]=2[N:5]=[CH:6][N:7]=1.[CH:42]1(NC2C3SC=C(C(O)=O)C=3N=CN=2)[CH2:44][CH2:43]1>>[CH:42]1([NH:1][C:2]2[C:3]3[S:10][CH:9]=[C:8]([C:11]([NH:13][C:14]4[C:23]([CH3:24])=[CH:22][CH:21]=[C:20]5[C:15]=4[CH:16]=[CH:17][N:18]=[C:19]5[NH:25][C:26]4[CH:31]=[C:30]([C:32]([F:35])([F:34])[F:33])[CH:29]=[C:28]([N:36]5[CH:40]=[C:39]([CH3:41])[N:38]=[CH:37]5)[CH:27]=4)=[O:12])[C:4]=3[N:5]=[CH:6][N:7]=2)[CH2:44][CH2:43]1. Procedure details: The procedures of <Step 3> of Example 1 were repeated, except for using 6-methyl-N1-(3-(4-methyl-imidazol-1-yl)-5-trifluoromethyl-phenyl)-isoquinolin-1,5-diamine (0.012 g, 0.03 mmol) obtained in Example 5 and 4-cyclopropylamino-thieno[3,2-d]pyrimidine-7-carboxylic acid (see WO 2011009687, 0.04 mmol) to obtain the title compound (10 mg, 57%). Isolated yield 53.1%. Starting materials: S1C(=CC2=C1C=CC=C2)/C=C/C=C(/C(=O)OC)\OC (methyl (2Z,4E)-5-(benzothiophen-2-yl)-2-methoxy-2,4-pentadienoate), CCO.O (EtOH water). Product: S1C(=CC2=C1C=CC=C2)/C=C/C=C(/C(=O)O)\OC ((2Z,4E)-5-(Benzothiophen-2-yl)-2-methoxy-2,4-pentadienoic acid). RXN SMILES: [S:1]1[C:5]2[CH:6]=[CH:7][CH:8]=[CH:9][C:4]=2[CH:3]=[C:2]1/[CH:10]=[CH:11]/[CH:12]=[C:13](\[O:18][CH3:19])/[C:14]([O:16]C)=[O:15].CCO.O>>[S:1]1[C:5]2[CH:6]=[CH:7][CH:8]=[CH:9][C:4]=2[CH:3]=[C:2]1/[CH:10]=[CH:11]/[CH:12]=[C:13](\[O:18][CH3:19])/[C:14]([OH:16])=[O:15] |f:1.2|. Procedure details: To a stirred solution of methyl (2Z,4E)-5-(benzothiophen-2-yl)-2-methoxy-2,4-pentadienoate (107 mg, 0.39 mmol) in EtOH/water 1/1 (10 ml) potassium hydroxide (47 mg, 0.78 mmol) was added. The solution was refluxed for 1 hour, then it was treated as seen in example 2. Pure title compound (54 mg, 0.207 mmol, yield 53.2%) was obtained as yellow crystals. The reactants are Cc1ccccc1, O, Cc1c(NC(=O)CC(C)(C)C)c(C)c2c(c1C(C)O)OCC2c1ccc(C(C)C)cc1, Cc1ccc(S(=O)(=O)O)cc1. The product is C=Cc1c(C)c(NC(=O)CC(C)(C)C)c(C)c2c1OCC2c1ccc(C(C)C)cc1. Reaction SMILES: [CH3:44][c:45]1[cH:46][cH:47][cH:48][cH:49][cH:50]1.[OH2:32].[OH:1][CH:2]([CH3:3])[c:4]1[c:5]([CH3:31])[c:6]([NH:23][C:24]([CH2:25][C:26]([CH3:27])([CH3:28])[CH3:29])=[O:30])[c:7]([CH3:22])[c:8]2[c:12]1[O:11][CH2:10][CH:9]2[c:13]1[cH:14][cH:15][c:16]([CH:19]([CH3:20])[CH3:21])[cH:17][cH:18]1.[c:33]1([CH3:34])[cH:35][cH:36][c:37]([S:38]([OH:39])(=[O:40])=[O:41])[cH:42][cH:43]1>>[CH:2](=[CH2:3])[c:4]1[c:5]([CH3:31])[c:6]([NH:23][C:24]([CH2:25][C:26]([CH3:27])([CH3:28])[CH3:29])=[O:30])[c:7]([CH3:22])[c:8]2[c:12]1[O:11][CH2:10][CH:9]2[c:13]1[cH:14][cH:15][c:16]([CH:19]([CH3:20])[CH3:21])[cH:17][cH:18]1.